describe an organic reaction: reactants, conditions, products, and yield From a dataset of the Open Reaction Database (ORD), a public repository of structured organic reaction records. The reactants are C1(=CC=C(C=C1)C(=O)N)C1=CC=CC=C1 (4-biphenylcarboxamide), [H-].[H-].[H-].[H-].[Li+].[Al+3] (LAH). The solvent is C1CCOC1 (THF). Product: C1(=CC=CC=C1)C1=CC=C(CN)C=C1 (4-(phenyl)benzyl amine). Reaction SMILES: [C:1]1([C:10]2[CH:15]=[CH:14][CH:13]=[CH:12][CH:11]=2)[CH:6]=[CH:5][C:4]([C:7]([NH2:9])=O)=[CH:3][CH:2]=1.[H-].[H-].[H-].[H-].[Li+].[Al+3]>C1COCC1>[C:10]1([C:1]2[CH:2]=[CH:3][C:4]([CH2:7][NH2:9])=[CH:5][CH:6]=2)[CH:11]=[CH:12][CH:13]=[CH:14][CH:15]=1 |f:1.2.3.4.5.6|. Reported procedure: To a solution of 4-biphenylcarboxamide (Aldrich) (0.025 mole) in 150 mL of THF cooled to 10° C. was added a solution of 1.5 eq of LAH (1M in THF) dropwise. The reaction mixture turned from a white slurry to a green homogenous solution and then to a yellow homogeneous solution. The reaction was then quenched with 2.5 mL of 1N NaOH. The mixture was then filtered through Hyflo and extracted with ethyl acetate. The organic layer was then washed with 1N HCl. The pH of the resulting aqueous layer was ... Starting materials: solid, Cl.O1COC2=C1C=CC=C2C2CCN(CC2)CC[C@@H]2CC[C@H](CC2)N (Trans-4-[2-(4-Benzo[1,3]dioxol-4-yl-piperidin-1-yl)-ethyl]-cyclohexylamine hydrochloride), Cl.O1COC2=C1C=CC=C2C2CCN(CC2)CC[C@@H]2CC[C@H](CC2)N (Trans-4-[2-(4-Benzo[1,3]dioxol-4-yl-piperidin-1-yl)-ethyl]-cyclohexylamine hydrochloride), CO[C@H](C(=O)O)C ((S)-2-methoxypropanoic acid). Procedure: The title compound, white solid (14.2 mg, 48.7%), MS (ISP) m/z=417.5 [(M+H)+], was prepared in accordance with the general method of example 1 from Trans-4-[2-(4-Benzo[1,3]dioxol-4-yl-piperidin-1-yl)-ethyl]-cyclohexylamine hydrochloride (intermediate A) (25.7 mg, 0.070 mmol) and (S)-2-methoxypropanoic acid RXN SMILES: Cl.[O:2]1[C:6]2[CH:7]=[CH:8][CH:9]=[C:10]([CH:11]3[CH2:16][CH2:15][N:14]([CH2:17][CH2:18][C@H:19]4[CH2:24][CH2:23][C@H:22]([NH2:25])[CH2:21][CH2:20]4)[CH2:13][CH2:12]3)[C:5]=2[O:4][CH2:3]1.[CH3:26][O:27][C@@H:28]([CH3:32])[C:29](O)=[O:30]>>[O:2]1[C:6]2[CH:7]=[CH:8][CH:9]=[C:10]([CH:11]3[CH2:16][CH2:15][N:14]([CH2:17][CH2:18][C@H:19]4[CH2:20][CH2:21][C@H:22]([NH:25][C:29](=[O:30])[C@@H:28]([O:27][CH3:26])[CH3:32])[CH2:23][CH2:24]4)[CH2:13][CH2:12]3)[C:5]=2[O:4][CH2:3]1 |f:0.1|. The product is O1COC2=C1C=CC=C2C2CCN(CC2)CC[C@@H]2CC[C@H](CC2)NC([C@H](C)OC)=O (Trans-(S)—N-{4-[2-(4-Benzo[1,3]dioxol-4-yl-piperidin-1-yl)-ethyl]-cyclohexyl}-2-methoxy-propionamide). Reactants: O=C([O-])[O-], CC(C)(C)OC(=O)CBr, CC#N, [Cs+], [Cs+], O, O=C1SC(Cc2ccc(O)cc2)C(=O)N1C(c1ccccc1)(c1ccccc1)c1ccccc1. Product: CC(C)(C)OC(=O)COc1ccc(CC2SC(=O)N(C(c3ccccc3)(c3ccccc3)c3ccccc3)C2=O)cc1. As a reaction SMILES: [C:35](=[O:36])([O-:37])[O-:38].[C:41]([CH3:42])([CH3:43])([CH3:44])[O:45][C:46]([CH2:47][Br:48])=[O:49].[CH3:51][C:52]#[N:53].[Cs+:39].[Cs+:40].[OH2:50].[OH:1][c:2]1[cH:3][cH:4][c:5]([CH2:6][CH:7]2[C:8](=[O:32])[N:9]([C:13]([c:14]3[cH:15][cH:16][cH:17][cH:18][cH:19]3)([c:20]3[cH:21][cH:22][cH:23][cH:24][cH:25]3)[c:26]3[cH:27][cH:28][cH:29][cH:30][cH:31]3)[C:10](=[O:12])[S:11]2)[cH:33][cH:34]1>>[O:1]([c:2]1[cH:3][cH:4][c:5]([CH2:6][CH:7]2[C:8](=[O:32])[N:9]([C:13]([c:14]3[cH:15][cH:16][cH:17][cH:18][cH:19]3)([c:20]3[cH:21][cH:22][cH:23][cH:24][cH:25]3)[c:26]3[cH:27][cH:28][cH:29][cH:30][cH:31]3)[C:10](=[O:12])[S:11]2)[cH:33][cH:34]1)[CH2:47][C:46]([O:45][C:41]([CH3:42])([CH3:43])[CH3:44])=[O:49]. The product is NC1CCN(C2CC2)CC1. The reactants are c1ccc(CNC2CCN(C3CC3)CC2)cc1, CO. As a reaction SMILES: [CH2:1]([c:2]1[cH:3][cH:4][cH:5][cH:6][cH:7]1)[NH:8][CH:9]1[CH2:10][CH2:11][N:12]([CH:15]2[CH2:16][CH2:17]2)[CH2:13][CH2:14]1.[CH3:18][OH:19]>>[NH2:8][CH:9]1[CH2:10][CH2:11][N:12]([CH:15]2[CH2:16][CH2:17]2)[CH2:13][CH2:14]1. Reactants: N1C(=O)C(=O)C2=CC=CC=C12 (Isatin), C(C)(C)(C)ON1C(CC(CC1)=O)=C=O (1-t-butoxy-carbonyl-4-piperidone), C(C)(=O)[O-].[NH4+] (ammonium acetate). Run in CN(C=O)C (N,N-dimethylformamide). Product: C(C)(C)(C)OC(=O)N1CC=2C(=C3C(=NC2CC1)C=CC=C3)C(=O)N (2-t-butoxycarbonyl-1,2,3,4-tetrahydro-benzo[b][1,6]-naphthyridine-10-carboxamide). Isolated yield 102.0%. RXN SMILES: [NH:1]1[C:11]2[C:6](=[CH:7][CH:8]=[CH:9][CH:10]=2)[C:4](=O)[C:2]1=[O:3].C(O[N:17]1[CH2:22][CH2:21][C:20](=O)[CH2:19][C:18]1=C=O)(C)(C)C.[C:26]([O-:29])(=[O:28])C.[NH4+:30]>CN(C)C=O>[C:6]([O:29][C:26]([N:17]1[CH2:18][CH2:19][C:20]2[N:1]=[C:11]3[CH:10]=[CH:9][CH:8]=[CH:7][C:6]3=[C:4]([C:2]([NH2:30])=[O:3])[C:21]=2[CH2:22]1)=[O:28])([CH3:11])([CH3:7])[CH3:4] |f:2.3|. Reported procedure: Isatin (3.99 g, 20 mmol) and 1-t-butoxy-carbonyl-4-piperidone (2.94 g, 20 mmol) were dissolved in N,N-dimethylformamide (20 ml), followed by adding thereto ammonium acetate (4.63 g, 60 mmol), and the resulting mixture was stirred at 120° C. for 3 hours. The solvent was removed by concentration under reduced pressure, and acetone (20 ml) and water (20 ml) were added to the residue. The resulting slurry was filtered and the solid thus obtained was purified by suspension in ethyl acetate/hexane to ... Procedure: A solution of the diester product from part (b) in methanol is added to a 10% palladium on carbon catalyst and the resulting mixture is shaken in a Parr hydrogenation apparatus for several hours. The catalyst is filtered off and the methanol stripped from the filtrate. The crude product is chromatographed on silica gel to yield (S)-1,2,3,4-tetrahydro-2-[[[(2,2-dimethyl-1-oxopropoxy)methoxy](4-phenylbutyl)-phosphinyl]acetyl]-3-isoquinolinecarboxylic acid. The product is CC(C(OCOP(=O)(CCCCC1=CC=CC=C1)CC(=O)N1CC2=CC=CC=C2C[C@H]1C(=O)O)=O)(C)C ((S)-1,2,3,4-tetrahydro-2-[[[(2,2-dimethyl-1-oxopropoxy)methoxy](4-phenylbutyl)-phosphinyl]acetyl]-3-isoquinolinecarboxylic acid). Run in CO (methanol). The reagents and catalysts are [Pd] (palladium on carbon). As a reaction SMILES: [CH3:1][C:2]([CH3:44])([CH3:43])[C:3](=[O:42])[O:4][CH2:5][O:6][P:7]([CH2:19][C:20]([N:22]1[C@H:31]([C:32]([O:34]CC2C=CC=CC=2)=[O:33])[CH2:30][C:29]2[C:24](=[CH:25][CH:26]=[CH:27][CH:28]=2)[CH2:23]1)=[O:21])([CH2:9][CH2:10][CH2:11][CH2:12][C:13]1[CH:18]=[CH:17][CH:16]=[CH:15][CH:14]=1)=[O:8]>CO.[Pd]>[CH3:1][C:2]([CH3:44])([CH3:43])[C:3](=[O:42])[O:4][CH2:5][O:6][P:7]([CH2:19][C:20]([N:22]1[C@H:31]([C:32]([OH:34])=[O:33])[CH2:30][C:29]2[C:24](=[CH:25][CH:26]=[CH:27][CH:28]=2)[CH2:23]1)=[O:21])([CH2:9][CH2:10][CH2:11][CH2:12][C:13]1[CH:18]=[CH:17][CH:16]=[CH:15][CH:14]=1)=[O:8]. Reactants: diester, CC(C(OCOP(=O)(CCCCC1=CC=CC=C1)CC(=O)N1CC2=CC=CC=C2C[C@H]1C(=O)OCC1=CC=CC=C1)=O)(C)C ((S)-1,2,3,4-Tetrahydro-2-[[[(2,2-dimethyl-1-oxopropoxy)methoxy](4-phenylbutyl)phosphinyl]acetyl]-3-isoquinolinecarboxylic acid, phenylmethyl ester). Reactants: CS(=O)(=O)C1=C(C=C(C(=O)O)C=C1)[N+](=O)[O-] (4-methylsulfonyl-3-nitrobenzoic acid), O.NN (hydrazine monohydrate). The reagents and catalysts are [Pd] (Pd/C). Solvent: C(C)O (ethanol), CO (methanol). Yields the product NC=1C=C(C(=O)O)C=CC1S(=O)(=O)C (3-amino-4-methylsulfonylbenzoic acid). Yield: 70.0%. As a reaction SMILES: [CH3:1][S:2]([C:5]1[CH:13]=[CH:12][C:8]([C:9]([OH:11])=[O:10])=[CH:7][C:6]=1[N+:14]([O-])=O)(=[O:4])=[O:3].O.NN>C(O)C.CO.[Pd]>[NH2:14][C:6]1[CH:7]=[C:8]([CH:12]=[CH:13][C:5]=1[S:2]([CH3:1])(=[O:4])=[O:3])[C:9]([OH:11])=[O:10] |f:1.2|. Reported procedure: 4-methylsulfonyl-3-nitrobenzoic acid (0.90 g, 3.7 mmol) was dissolved in 10 mL ethanol. To it were added hydrazine monohydrate (0.46 mL, 15 mmol) and catalytic amount of 10% Pd/C. The mixture was refluxed for 1.5 hour, diluted with methanol, filtered through celite and concentrated in vacuuo to afford 3-amino-4-methylsulfonylbenzoic acid (>70%). ES-MS: (M+H)+216. The reactants are CN(C)C1=CC=C(C=O)C=C1 (4-(N,N-dimethylamino)benzaldehyde), [I-].CC1=CC=[N+](C=C1)C (4-methyl-N-methylpyridinium iodide), C1(=CC=CC=C1)[B-](C1=CC=CC=C1)(C1=CC=CC=C1)C1=CC=CC=C1.[Na+] (sodium tetraphenyborate). Yields the product C1(=CC=CC=C1)[B-](C1=CC=CC=C1)(C1=CC=CC=C1)C1=CC=CC=C1.CN(C)C1=CC=C(/C=C/C2=CC=[N+](C=C2)C)C=C1 (trans-4-[p-(N,N-dimethylamino)styryl]-N-methylpyridinium tetraphenyborate). The yield is 70.0%. RXN SMILES: [CH3:1][N:2]([C:4]1[CH:11]=[CH:10][C:7]([CH:8]=O)=[CH:6][CH:5]=1)[CH3:3].[I-].[CH3:13][C:14]1[CH:19]=[CH:18][N+:17]([CH3:20])=[CH:16][CH:15]=1.[C:21]1([B-:27]([C:40]2[CH:45]=[CH:44][CH:43]=[CH:42][CH:41]=2)([C:34]2[CH:39]=[CH:38][CH:37]=[CH:36][CH:35]=2)[C:28]2[CH:33]=[CH:32][CH:31]=[CH:30][CH:29]=2)[CH:26]=[CH:25][CH:24]=[CH:23][CH:22]=1.[Na+]>>[C:40]1([B-:27]([C:21]2[CH:22]=[CH:23][CH:24]=[CH:25][CH:26]=2)([C:28]2[CH:29]=[CH:30][CH:31]=[CH:32][CH:33]=2)[C:34]2[CH:39]=[CH:38][CH:37]=[CH:36][CH:35]=2)[CH:41]=[CH:42][CH:43]=[CH:44][CH:45]=1.[CH3:1][N:2]([C:4]1[CH:11]=[CH:10][C:7](/[CH:8]=[CH:13]/[C:14]2[CH:19]=[CH:18][N+:17]([CH3:20])=[CH:16][CH:15]=2)=[CH:6][CH:5]=1)[CH3:3] |f:1.2,3.4,5.6|. Reported procedure: 14.9 g (0.1 mol) of 4-(N,N-dimethylamino)benzaldehyde were reacted with 23.6 g (0.1 mol) of 4-methyl-N-methylpyridinium iodide, prepared according to Example 3, and the resulting solution was treated with 34.6 g (0.1 mol) of sodium tetraphenyborate, under the conditions described in Example 6, to form dye2 as a red solid in a yield of 70%. 1H-NMR (DMSO-d6) δ3.00 (s, 6H), 4.1 (s, 3H), 6.70 (t, 4H), 6.8 (t, d, 2H), 6.9 (t, 8H), 7.02 (d, 1H), 7.10 (d, 8H) 7.50 d, 2H), 7.9 (d, 1H), 8.0 (d, 2H), 8.62...